The task is: describe an organic reaction: reactants, conditions, products, and yield. This data is from the Open Reaction Database (ORD), a public repository of structured organic reaction records. Starting materials: OCCCCCCCCBr, O=C([O-])O, C1COCCN1, [Na+], C1CCOC1. Product: OCCCCCCCCN1CCOCC1. RXN SMILES: [Br:1][CH2:2][CH2:3][CH2:4][CH2:5][CH2:6][CH2:7][CH2:8][CH2:9][OH:10].[C:17](=[O:18])([OH:19])[O-:20].[CH2:11]1[CH2:12][O:13][CH2:14][CH2:15][NH:16]1.[Na+:21].[O:22]1[CH2:23][CH2:24][CH2:25][CH2:26]1>>[CH2:2]([CH2:3][CH2:4][CH2:5][CH2:6][CH2:7][CH2:8][CH2:9][OH:10])[N:16]1[CH2:11][CH2:12][O:13][CH2:14][CH2:15]1. Starting materials: BrC=1SC=C(C1)Cl (2-bromo-4-chloro-thiophene), N1=CC(=CC=C1)B(O)O (pyridine-3-boronic acid), C(=O)([O-])[O-].[Na+].[Na+] (Na2CO3), N#N (N2), C1=CC=C(C=C1)P(C2=CC=CC=C2)C3=CC=CC=C3 (PPh3). The reagents and catalysts are CC(=O)[O-].CC(=O)[O-].[Pd+2] (Pd(OAc)2). Run in C(CC)O (n-PrOH), C(Cl)Cl (CH2Cl2). Run at temperature 85 celsius. Product: ClC=1C=C(SC1)C=1C=NC=CC1 (3-(4-Chloro-thiophen-2-yl)-pyridine). The yield is 51.5%. RXN SMILES: Br[C:2]1[S:3][CH:4]=[C:5]([Cl:7])[CH:6]=1.[N:8]1[CH:13]=[CH:12][CH:11]=[C:10](B(O)O)[CH:9]=1.C([O-])([O-])=O.[Na+].[Na+].N#N.C1C=CC(P(C2C=CC=CC=2)C2C=CC=CC=2)=CC=1>C(Cl)Cl.CC([O-])=O.CC([O-])=O.[Pd+2].C(O)CC>[Cl:7][C:5]1[CH:6]=[C:2]([C:10]2[CH:9]=[N:8][CH:13]=[CH:12][CH:11]=2)[S:3][CH:4]=1 |f:2.3.4,8.9.10|. Reported procedure: A solution of 2-bromo-4-chloro-thiophene (Gronowitz, Rosén Chemica Scripta, 1971, 1, 33) (1.45 g, 7.34 mmol), pyridine-3-boronic acid (0.95 g, 7.71 mmol), 2 M Na2CO3 (5.50 mL, 11.01 mmol) and, n-PrOH (3 mL), is degassed with N2 for 10 minutes. Pd(OAc)2 (0.033 g, 0.15 mmol) and PPh3 (0.12 g, 0.44 mmol) are added and the solution is heated at 85° C. for 48 hours, diluted with CH2Cl2 (50 mL), washed with 10% Na2CO3 (2×30 mL), dried over MgSO4, filtered and concentrated. The residue is purified by I... As a reaction SMILES: [CH2:1]([CH3:2])[O:3][C:4](=[O:5])[c:6]1[c:7]([CH3:11])[nH:8][cH:9][cH:10]1.[CH3:25][N:26]([CH3:27])[CH:28]=[O:29].[Cl:14][c:15]1[cH:16][cH:17][n:18][c:19]2[cH:20][cH:21][cH:22][cH:23][c:24]12.[Cu:31].[H-:12].[Na+:13].[OH2:30]>>[CH2:1]([CH3:2])[O:3][C:4](=[O:5])[c:6]1[c:7]([CH3:11])[n:8](-[c:15]2[cH:16][cH:17][n:18][c:19]3[cH:20][cH:21][cH:22][cH:23][c:24]23)[cH:9][cH:10]1. The product is CCOC(=O)c1ccn(-c2ccnc3ccccc23)c1C. The reactants are CCOC(=O)c1cc[nH]c1C, CN(C)C=O, Clc1ccnc2ccccc12, [Cu], [H-], [Na+], O. Starting materials: [OH-].[NH4+] (Ammonium hydroxide), ON1N=NC2=C1C=CC=C2 (1-hydroxybenzotriazole). The solvent is O1CCCC1 (tetrahydrofuran). Run at time 2 hour. The product is N1(N=NC2=C1C=CC=C2)[O-].[NH4+] (ammonium 1H-1,2,3-benzotriazol-1-olate). Isolated yield 93.9%. RXN SMILES: [OH-].[NH4+:2].[OH:3][N:4]1[C:8]2[CH:9]=[CH:10][CH:11]=[CH:12][C:7]=2[N:6]=[N:5]1>O1CCCC1>[N:4]1([O-:3])[C:8]2[CH:9]=[CH:10][CH:11]=[CH:12][C:7]=2[N:6]=[N:5]1.[NH4+:2] |f:0.1,4.5|. Procedure: Ammonium hydroxide (4.15 ml, 75 mmol) was added slowly to a solution of 1-hydroxybenzotriazole (10 g, 74 mmol) in tetrahydrofuran (100 ml) at 0° C. (ice-bath) and stirred for 2 hrs. Filtration and washing with tetrahydrofuran gave ammonium 1H-1,2,3-benzotriazol-1-olate (10.57 g) as a white solid. The reactants are CCCc1ccc2cc(O)ccc2c1, ClCCl, Cl, O=S(=O)([O-])C(F)(F)F, [Na+], O. Product: CCCc1ccc2c(F)c(O)ccc2c1. RXN SMILES: [CH2:1]([CH2:2][CH3:3])[c:4]1[cH:5][c:6]2[cH:7][cH:8][c:9]([OH:14])[cH:10][c:11]2[cH:12][cH:13]1.[Cl:25][CH2:26][Cl:27].[ClH:24].[F:15][C:16]([F:17])([F:18])[S:19]([O-:20])(=[O:21])=[O:22].[Na+:23].[OH2:28]>>[CH2:1]([CH2:2][CH3:3])[c:4]1[cH:5][c:6]2[cH:7][cH:8][c:9]([OH:14])[c:10]([F:15])[c:11]2[cH:12][cH:13]1. Starting materials: [N+](=O)([O-])C1=C2C=CC(=NC2=CC=C1)Cl (5-nitro-2-chloroquinoline), CC1=CC=C(O1)CN (5-methyl-2-furanmethanamine), CN1CCN(CC1)C1=C(C=O)C=CC=C1 (2-(4-methylpiperazino)benzaldehyde). The product is CC1=CC=C(O1)CNC1=NC=2C=CC=C(C2C=C1)NCC1=C(C=CC=C1)N1CCN(CC1)C (N2-(5-Methyl-furan-2-ylmethyl)-N5-[2-(4-methyl-piperazin-1-yl)-benzyl]-quinoline-2,5-diamine). As a reaction SMILES: [N+:1]([C:4]1[CH:13]=[CH:12][CH:11]=[C:10]2[C:5]=1[CH:6]=[CH:7][C:8](Cl)=[N:9]2)([O-])=O.[CH3:15][C:16]1[O:20][C:19]([CH2:21][NH2:22])=[CH:18][CH:17]=1.[CH3:23][N:24]1[CH2:29][CH2:28][N:27]([C:30]2[CH:37]=[CH:36][CH:35]=[CH:34][C:31]=2[CH:32]=O)[CH2:26][CH2:25]1>>[CH3:15][C:16]1[O:20][C:19]([CH2:21][NH:22][C:8]2[CH:7]=[CH:6][C:5]3[C:4]([NH:1][CH2:32][C:31]4[CH:34]=[CH:35][CH:36]=[CH:37][C:30]=4[N:27]4[CH2:26][CH2:25][N:24]([CH3:23])[CH2:29][CH2:28]4)=[CH:13][CH:12]=[CH:11][C:10]=3[N:9]=2)=[CH:18][CH:17]=1. Reported procedure: The title compound, MS: m/e=442.5 (M+H+), was prepared from 5-nitro-2-chloroquinoline, 5-methyl-2-furanmethanamine and 2-(4-methylpiperazino)benzaldehyde as described in example 26. The reactants are C1[C@@H](CCC2=CC=CC=C12)CC(=O)N1[C@H](C(=O)O)CCC1 (1-[(R)-(+)-1,2,3,4-tetrahydronaphthalene-2-ylacetyl]-L-proline), S1CNCC1 (thiazolidine), N1CCCC1 (pyrrolidine), C1(CCC2=CC=CC=C12)CC(=O)C1[C@H](NCS1)C(=O)O (3-(2-indanylacetyl)-L-thioproline). Product: C1[C@@H](CCC2=CC=CC=C12)CC(=O)N1[C@H](C(=O)N2CCCC2)CCC1 (1-{1-[(R)-(+)-1,2,3,4-tetrahydronapthalen-2-ylacetyl]-L-prolyl}pyrrolidine). Yield: 44.0%. As a reaction SMILES: C1C2C(=CC=CC=2)CC[C@H]1C[C:12]([N:14]1[CH2:21][CH2:20][CH2:19][C@H:15]1C(O)=O)=[O:13].[NH:22]1[CH2:26][CH2:25][CH2:24][CH2:23]1.[CH:27]1([CH2:36][C:37](C2SCN[C@@H]2C(O)=O)=[O:38])[C:35]2[C:30](=[CH:31][CH:32]=[CH:33][CH:34]=2)[CH2:29][CH2:28]1.S1CCN[CH2:48]1>>[CH2:48]1[C:35]2[C:30](=[CH:31][CH:32]=[CH:33][CH:34]=2)[CH2:29][CH2:28][C@H:27]1[CH2:36][C:37]([N:22]1[CH2:26][CH2:25][CH2:24][C@H:23]1[C:12]([N:14]1[CH2:21][CH2:20][CH2:19][CH2:15]1)=[O:13])=[O:38]. Reported procedure: Colorless crystals of 1-{1-[(R)-(+)-1,2,3,4-tetrahydronapthalen-2-ylacetyl]-L-prolyl}pyrrolidine were prepared in the same manner as in Example 1, except that 1-[(R)-(+)-1,2,3,4-tetrahydronaphthalene-2-ylacetyl]-L-proline prepared in Reference Example 30 and pyrrolidine were used instead of 3-(2-indanylacetyl)-L-thioproline and thiazolidine, respectively (yield: 44%).